This data is from the Open Reaction Database (ORD), a public repository of structured organic reaction records. The task is: describe an organic reaction: reactants, conditions, products, and yield Starting materials: CC(=O)Oc1ccc2c(C)c(CBr)c(=O)oc2c1C, O=C1NC(=O)c2ccccc21, [K], CN(C)C=O, O. Yields the product CC(=O)Oc1ccc2c(C)c(CN3C(=O)c4ccccc4C3=O)c(=O)oc2c1C. RXN SMILES: [C:1]([CH3:2])(=[O:3])[O:4][c:5]1[cH:6][cH:7][c:8]2[c:9]([CH3:19])[c:10]([CH2:17][Br:18])[c:11](=[O:16])[o:12][c:13]2[c:14]1[CH3:15].[C:20]1(=[O:30])[c:21]2[c:22]([cH:26][cH:27][cH:28][cH:29]2)[C:23](=[O:25])[NH:24]1.[K:31].[O:33]=[CH:34][N:35]([CH3:36])[CH3:37].[OH2:32]>>[C:1]([CH3:2])(=[O:3])[O:4][c:5]1[cH:6][cH:7][c:8]2[c:9]([CH3:19])[c:10]([CH2:17][N:24]3[C:20](=[O:30])[c:21]4[c:22]([cH:26][cH:27][cH:28][cH:29]4)[C:23]3=[O:25])[c:11](=[O:16])[o:12][c:13]2[c:14]1[CH3:15]. Reactants: C1(CC1)CN1CCC(=CC2=C1C=CC(=C2)C2=CC=C(C=C2)OCCOCCC)C(=O)OC (methyl 1-cyclopropylmethyl-7-[4-(2-propoxyethoxy)phenyl]-2,3-dihydro-1H-1-benzazepine-4-carboxylate), [OH-].[Na+] (sodium hydroxide). The solvent is CO (methanol), C1CCOC1 (THF). Run at time 8 hour. The product is C1(CC1)CN1CCC(=CC2=C1C=CC(=C2)C2=CC=C(C=C2)OCCOCCC)C(=O)O (1-cyclopropylmethyl-7-[4-(2-propoxyethoxy)phenyl]-2,3-dihydro-1H-1-benzazepine-4-carboxylic acid). Yield: 91.2%. Reaction SMILES: [CH:1]1([CH2:4][N:5]2[C:11]3[CH:12]=[CH:13][C:14]([C:16]4[CH:21]=[CH:20][C:19]([O:22][CH2:23][CH2:24][O:25][CH2:26][CH2:27][CH3:28])=[CH:18][CH:17]=4)=[CH:15][C:10]=3[CH:9]=[C:8]([C:29]([O:31]C)=[O:30])[CH2:7][CH2:6]2)[CH2:3][CH2:2]1.[OH-].[Na+]>CO.C1COCC1>[CH:1]1([CH2:4][N:5]2[C:11]3[CH:12]=[CH:13][C:14]([C:16]4[CH:17]=[CH:18][C:19]([O:22][CH2:23][CH2:24][O:25][CH2:26][CH2:27][CH3:28])=[CH:20][CH:21]=4)=[CH:15][C:10]=3[CH:9]=[C:8]([C:29]([OH:31])=[O:30])[CH2:7][CH2:6]2)[CH2:3][CH2:2]1 |f:1.2|. Procedure details: In methanol (25 ml) and THF (25 ml) was dissolved methyl 1-cyclopropylmethyl-7-[4-(2-propoxyethoxy)phenyl]-2,3-dihydro-1H-1-benzazepine-4-carboxylate (0.34 g). To the solution was added 1N sodium hydroxide solution (7.5 ml), and the mixture was stirred at room temperature overnight, heated at 50° C. for 1 hour, concentrated, which was neutralized with 1N hydrochloric acid and extracted with ethyl acetate. The organic layer was washed with water and saturated brine and dried with anhydrous magnes... Conditions: time 3 day. Starting materials: FC1=C(C(=CC=C1)F)N1C(C=CC2=C1N=C(N=C2C2=C(C=C(C=C2)F)C)S(=O)(=O)C)=O (8-(2,6-difluoro-phenyl)-4-(4-fluoro-2-methyl-phenyl)-2-methane-sulfonyl-8H-pyrido[2,3-d]pyrimidin-7-one), NC(CO)(CO)C (2-amino-2-methyl-1,3-propanediol). Procedure details: The product of Example 48 (300 mg, 0.67 mmol) and 2-amino-2-methyl-1,3-propanediol (158 mg, 1.5 mmol) were combined in THF (10 mL) and stirred under Ar at 50° for 3 days. The solvents were removed in vacuo, and the residue was flash chromatographed with 0-25% EtOAc/CH2Cl2. Recrystallization from CH2Cl2/hexane gave the title compound as a white-crystalline solid. mp 158-160°, LC MS m/z=471 (MH+) Retention time=1.75 min. Product: OCC(CO)(C)NC=1N=C(C2=C(N1)N(C(C=C2)=O)C2=C(C=CC=C2F)F)C2=C(C=C(C=C2)F)C (2-(1-hydroxymethyl-1-methyl-2-hydroxyethylamino)-4-(4-fluoro-2-methylphenyl)-8-(2,6-difluorophenyl)-8H-pyrido[2,3-d]pyrimidin-7-one). Solvent: C1CCOC1 (THF). As a reaction SMILES: [F:1][C:2]1[CH:7]=[CH:6][CH:5]=[C:4]([F:8])[C:3]=1[N:9]1[C:14]2[N:15]=[C:16](S(C)(=O)=O)[N:17]=[C:18]([C:19]3[CH:24]=[CH:23][C:22]([F:25])=[CH:21][C:20]=3[CH3:26])[C:13]=2[CH:12]=[CH:11][C:10]1=[O:31].[NH2:32][C:33]([CH3:38])([CH2:36][OH:37])[CH2:34][OH:35]>C1COCC1>[OH:35][CH2:34][C:33]([NH:32][C:16]1[N:17]=[C:18]([C:19]2[CH:24]=[CH:23][C:22]([F:25])=[CH:21][C:20]=2[CH3:26])[C:13]2[CH:12]=[CH:11][C:10](=[O:31])[N:9]([C:3]3[C:2]([F:1])=[CH:7][CH:6]=[CH:5][C:4]=3[F:8])[C:14]=2[N:15]=1)([CH3:38])[CH2:36][OH:37]. Reactants: TCA, amino acids, N[C@@H](CCC(N)=O)C(=O)O (L-glutamine), N[C@@H](CC(N)=O)C(=O)O (L-asparagine). Solvent: P(=O)([O-])([O-])[O-].[K+].[K+].[K+] (potassium phosphate). Reaction conditions: temperature 95 celsius. Product: N[C@@H](CCC(=O)O)C(=O)O (glutamic acid), N[C@@H](CC(=O)O)C(=O)O (aspartic acid). RXN SMILES: [NH2:1][C@H:2]([C:8]([OH:10])=[O:9])[CH2:3][CH2:4][C:5](=[O:7])N.[NH2:11][C@H:12]([C:17]([OH:19])=[O:18])[CH2:13][C:14](=[O:16])N>P([O-])([O-])([O-])=O.[K+].[K+].[K+]>[NH2:1][C@H:2]([C:8]([OH:10])=[O:9])[CH2:3][CH2:4][C:5]([OH:16])=[O:7].[NH2:11][C@H:12]([C:17]([OH:19])=[O:18])[CH2:13][C:14]([OH:7])=[O:16] |f:2.3.4.5|. Procedure: 10 mM L-glutamine or 10 mM L-asparagine in 0.1 M potassium phosphate pH 7.0, respectively, were preheated to 37° C. The resulting assay was started by addition of 50 μl native or 10 μl recombinant enzyme in a total reaction volume of 150 μL and stopped after 10-20 min by addition of 20 μL 3% TCA or by heating at 95° C. for 10 min. A control experiment was carried out without amino acids. Formation of product was followed using HPLC. One unit of enzyme activity was calculated as the amount of enz... The reactants are C(C)OC(=O)C=1NC=C2C1NC=1CN(CC(C1C2C=2OC(=CC2)SC2=NC1=C(N2)C=CC(=C1)Cl)=O)OC(C)(C)C (6-tert-butyloxy-9-[5-(5-chloro-1H-benzimidazol-2-ylsulfanyl)-furan-2-yl]-8-oxo-2,4,5,7,8,9-hexahydro-pyrrolo[3,4-b]-1,7-naphthyridine-3-carboxylic acid ethyl ester), Cl (HCl). Run in O1CCOCC1 (dioxane), O1CCOCC1 (dioxane). Reaction conditions: time 16 hour. Product: Cl.C(C)OC(=O)C=1NC=C2C1NC=1CNCC(C1C2C=2OC(=CC2)SC2=NC1=C(N2)C=CC(=C1)Cl)=O (9-[5-(5-chloro-1H-benzimidazol-2-ylsulfanyl)-furan-2-yl]-8-oxo-4,5,6,7,8,9-hexahydro-2H-pyrrolo[3,4-b]-1,7-naphthyridine-3-carboxylic acid ethyl ester hydrochloride). Yield: 137.0%. RXN SMILES: [CH2:1]([O:3][C:4]([C:6]1[NH:7][CH:8]=[C:9]2[CH:18]([C:19]3[O:20][C:21]([S:24][C:25]4[NH:29][C:28]5[CH:30]=[CH:31][C:32]([Cl:34])=[CH:33][C:27]=5[N:26]=4)=[CH:22][CH:23]=3)[C:17]3[C:16](=[O:35])[CH2:15][N:14](OC(C)(C)C)[CH2:13][C:12]=3[NH:11][C:10]=12)=[O:5])[CH3:2].Cl>O1CCOCC1>[ClH:34].[CH2:1]([O:3][C:4]([C:6]1[NH:7][CH:8]=[C:9]2[CH:18]([C:19]3[O:20][C:21]([S:24][C:25]4[NH:29][C:28]5[CH:30]=[CH:31][C:32]([Cl:34])=[CH:33][C:27]=5[N:26]=4)=[CH:22][CH:23]=3)[C:17]3[C:16](=[O:35])[CH2:15][NH:14][CH2:13][C:12]=3[NH:11][C:10]=12)=[O:5])[CH3:2] |f:3.4|. Procedure details: 210 mg of 6-tert-butyloxy-9-[5-(5-chloro-1H-benzimidazol-2-ylsulfanyl)-furan-2-yl]-8-oxo-2,4,5,7,8,9-hexahydro-pyrrolo[3,4-b]-1,7-naphthyridine-3-carboxylic acid ethyl ester (example 130) are dissolved in 1.4 ml of dioxane and combined with 1.415 ml of 4N HCl in dioxane. The reaction mixture is stirred for 16 hours at room temparature. The formed insoluble material is then collected by filtration, washed with 2×1 ml of dioxane and 2×1 ml of diisopropylether. The residue is then purified on a sil...